This data is from the Open Reaction Database (ORD), a public repository of structured organic reaction records. The task is: describe an organic reaction: reactants, conditions, products, and yield RXN SMILES: I[C:2]1[C:10]2[C:5](=[N:6][CH:7]=[C:8]([C:11]3[CH:16]=[C:15]([O:17][CH3:18])[C:14]([O:19][CH3:20])=[C:13]([O:21][CH3:22])[CH:12]=3)[N:9]=2)[N:4]([Si](C(C)C)(C(C)C)C(C)C)[CH:3]=1.C([Mg]Cl)(C)C.[Li+].[Cl-].[CH3:40][C:41]1([CH:47]=[O:48])[CH2:46][CH2:45][CH2:44][CH2:43][CH2:42]1>O1CCCC1>[CH3:40][C:41]1([CH:47]([C:2]2[C:10]3[C:5](=[N:6][CH:7]=[C:8]([C:11]4[CH:16]=[C:15]([O:17][CH3:18])[C:14]([O:19][CH3:20])=[C:13]([O:21][CH3:22])[CH:12]=4)[N:9]=3)[NH:4][CH:3]=2)[OH:48])[CH2:46][CH2:45][CH2:44][CH2:43][CH2:42]1 |f:1.2.3|. Yields the product CC1(CCCCC1)C(O)C1=CNC2=NC=C(N=C21)C2=CC(=C(C(=C2)OC)OC)OC ((1-methyl-cyclohexyl)-[2-(3,4,5-trimethoxy-phenyl)-5H-pyrrolo[2,3-b]pyrazin-7-yl]-methanol). Conditions: time 20 minute. Starting materials: C(C)(C)[Mg]Cl.[Li+].[Cl-] (iPrMgCl LiCl), IC1=CN(C2=NC=C(N=C21)C2=CC(=C(C(=C2)OC)OC)OC)[Si](C(C)C)(C(C)C)C(C)C (7-iodo-5-triisopropylsilanyl-2-(3,4,5-trimethoxy-phenyl)-5H-pyrrolo[2,3-b]pyrazine), CC1(CCCCC1)C=O (1-methyl-cyclohexanecarbaldehyde). The solvent is O1CCCC1 (tetrahydrofuran). Procedure: A solution of 7-iodo-5-triisopropylsilanyl-2-(3,4,5-trimethoxy-phenyl)-5H-pyrrolo[2,3-b]pyrazine (247 mg, 0.435 mmol) in anhydrous tetrahydrofuran (5 ml) was cooled to −78° C. and treated with iPrMgCl—LiCl (1M in tetrahydrofuran, 0.87 ml, 0.87 mmol) dropwise. The reaction mixture was allowed to stir for 20 minutes, and then 1-methyl-cyclohexanecarbaldehyde (219 mg, 1.74 mmol) was added rapidly. The reaction mixture was allowed to stir at −78° C. for 1 hour and then room temperature for 1 hour. T... The yield is 45.3%. Reactants: BrC=1C(=NC=C(C1)CCC(=O)OCC)O (ethyl 3-(3-bromo-2-hydroxypyridin-5-yl)propionate), FC(C1=CC=C(CBr)C=C1)(F)F (4-trifluoromethylbenzyl bromide). The reagents and catalysts are C([O-])([O-])=O.[Ag+2] (silver carbonate). The solvent is C(Cl)(Cl)Cl (chloroform). Conditions: time 11 hour. Yields the product BrC=1C=C(C=NC1OCC1=CC=C(C=C1)C(F)(F)F)CCC(=O)OCC (ethyl 3-(5-bromo-6-(4-trifluoromethylbenzyloxy)pyridin-3-yl)propionate). The yield is 101.1%. Reaction SMILES: [Br:1][C:2]1[C:3]([OH:15])=[N:4][CH:5]=[C:6]([CH2:8][CH2:9][C:10]([O:12][CH2:13][CH3:14])=[O:11])[CH:7]=1.[F:16][C:17]([F:27])([F:26])[C:18]1[CH:25]=[CH:24][C:21]([CH2:22]Br)=[CH:20][CH:19]=1>C(Cl)(Cl)Cl.C(=O)([O-])[O-].[Ag+2]>[Br:1][C:2]1[CH:7]=[C:6]([CH2:8][CH2:9][C:10]([O:12][CH2:13][CH3:14])=[O:11])[CH:5]=[N:4][C:3]=1[O:15][CH2:22][C:21]1[CH:20]=[CH:19][C:18]([C:17]([F:16])([F:26])[F:27])=[CH:25][CH:24]=1 |f:3.4|. Reported procedure: A solution of Intermediate 36 (71.5 mg) in chloroform (7 ml) was added with 4-trifluoromethylbenzyl bromide (109.2 mg, TCI) and silver carbonate (120 mg, WAKO), and stirred at room temperature for 11 hours under light shielding. The reaction mixture was filtered, and the solvent was evaporated under reduced pressure. The residue was purified by column chromatography (Quad, hexane:ethyl acetate=6:1) to obtain the title compound (Compound No. E-13, 114 mg).